This data is from the Open Reaction Database (ORD), a public repository of structured organic reaction records. The task is: describe an organic reaction: reactants, conditions, products, and yield Procedure details: To a solution of 10 cm3 of acetyl bromide in 150 cm3 of ether, cooled to -20° C., one adds a solution of 26 cm3 of methylisopropylamine in 100 cm3 of ether. One leaves the mixture to return to 20° C. and agitates it for 30 minutes at 20° C. One dilutes with water, decants, extracts with ether, dries and separates by distillation. One obtains 13 g of expected product. B.p.=72°/72° under 1 mmHg. Yields the product BrCC(=O)N(C(C)C)C (bromo-N-methyl-N-(1-methylethyl)-acetamide). Run in CCOCC (ether), CCOCC (ether). Starting materials: CNC(C)C (methylisopropylamine), C(C)(=O)Br (acetyl bromide), O (water). RXN SMILES: [C:1]([Br:4])(=O)[CH3:2].[CH3:5][NH:6][CH:7]([CH3:9])[CH3:8].[OH2:10]>CCOCC>[Br:4][CH2:1][C:2]([N:6]([CH3:5])[CH:7]([CH3:9])[CH3:8])=[O:10]. The solvent is C(C)(=O)OCC (ethyl acetate), C1(=CC=CC=C1)C (toluene). The product is C(C)(C)OC(N(CCCNC(C(F)(F)F)=O)C)=O (Methyl-[3-(2,2,2-trifluoro-acetylamino)-propyl]-carbamic acid isopropyl ester). Reaction conditions: temperature 0 celsius. Procedure: To a rapidly stirred, 0° C., N2 blanketed, solution of 2,2,2-trifluoro-N-(3-methylamino-propyl)-acetamide (6.0 g, 32.4 mmol) and N-methylmorpholine [109-02-4] (7.1 mL, 64.6 mmol) in ethyl acetate (65 mL) was steadily added a 1.0M solution of isopropyl chloroformate in toluene (32.4 mL) over the course of 10 minutes. The reaction was allowed to stir and warm to ambient temperature over night at which time it was washed with brine, dried (MgSO4) and evaporated to provide 9.0 g of clear yellow oil.... As a reaction SMILES: N#N.[F:3][C:4]([F:14])([F:13])[C:5]([NH:7][CH2:8][CH2:9][CH2:10][NH:11][CH3:12])=[O:6].CN1CCOCC1.Cl[C:23]([O:25][CH:26]([CH3:28])[CH3:27])=[O:24]>C(OCC)(=O)C.C1(C)C=CC=CC=1>[CH:26]([O:25][C:23](=[O:24])[N:11]([CH3:12])[CH2:10][CH2:9][CH2:8][NH:7][C:5](=[O:6])[C:4]([F:13])([F:14])[F:3])([CH3:28])[CH3:27]. The reactants are FC(C(=O)NCCCNC)(F)F (2,2,2-trifluoro-N-(3-methylamino-propyl)-acetamide), CN1CCOCC1 (N-methylmorpholine), solution, ClC(=O)OC(C)C (isopropyl chloroformate), N#N (N2).